The task is: describe an organic reaction: reactants, conditions, products, and yield. This data is from the Open Reaction Database (ORD), a public repository of structured organic reaction records. Procedure details: First 1.64 g (37.6 mmol) of sodium hydride in 55% mineral oil suspension, and then 9.8 g (37.6 mmol) of 5-(4-chlorophenyl)pentyl bromide, are added to a solution of 8.5 g (37.6 mmol) of ethyl 4-methylphenylsulfinylacetate in 75 ml of dimethylsulfoxide. Then the mixture is stirred at room temperature for another 4 hours. Then it is poured into water, extracted with ether, the extracts are washed with water, dried and concentrated. The concentrate is chromatographed with a mixture of n-heptane and... Product: ClC1=CC=C(C=C1)CCCCCC(C(=O)OCC)S(=O)C1=CC=C(C=C1)C (Ethyl 7-(4-chlorophenyl)-2-[(4-methylphenyl)sulfinyl]heptanoate). Run in CS(=O)C (dimethylsulfoxide). Reactants: O (water), [H-].[Na+] (sodium hydride), ClC1=CC=C(C=C1)CCCCCBr (5-(4-chlorophenyl)pentyl bromide), CC1=CC=C(C=C1)S(=O)CC(=O)OCC (ethyl 4-methylphenylsulfinylacetate). As a reaction SMILES: [H-].[Na+].[Cl:3][C:4]1[CH:9]=[CH:8][C:7]([CH2:10][CH2:11][CH2:12][CH2:13][CH2:14]Br)=[CH:6][CH:5]=1.[CH3:16][C:17]1[CH:22]=[CH:21][C:20]([S:23]([CH2:25][C:26]([O:28][CH2:29][CH3:30])=[O:27])=[O:24])=[CH:19][CH:18]=1.O>CS(C)=O>[Cl:3][C:4]1[CH:9]=[CH:8][C:7]([CH2:10][CH2:11][CH2:12][CH2:13][CH2:14][CH:25]([S:23]([C:20]2[CH:19]=[CH:18][C:17]([CH3:16])=[CH:22][CH:21]=2)=[O:24])[C:26]([O:28][CH2:29][CH3:30])=[O:27])=[CH:6][CH:5]=1 |f:0.1|. Reaction conditions: time 4 hour. Reactants: CCN=C=NCCCN(C)C, [K+], [NH4+], O, CN1CCN(c2ccc(OC(F)(F)F)c(Nc3ncc4c(n3)-c3c(c(C(=O)[O-])nn3CCO)CC4)c2)CC1, O=C([O-])n1nnc2ccccc21. The product is CN1CCN(c2ccc(OC(F)(F)F)c(Nc3ncc4c(n3)-c3c(c(C(N)=O)nn3CCO)CC4)c2)CC1. Reaction SMILES: [CH3:40][CH2:41][N:42]=[C:43]=[N:44][CH2:45][CH2:46][CH2:47][N:48]([CH3:49])[CH3:50].[K+:39].[NH4+:63].[OH2:64].[OH:1][CH2:2][CH2:3][n:4]1[n:5][c:6]([C:36](=[O:37])[O-:38])[c:7]2[c:16]1-[c:15]1[c:10]([cH:11][n:12][c:13]([NH:17][c:18]3[c:19]([O:31][C:32]([F:33])([F:34])[F:35])[cH:20][cH:21][c:22]([N:24]4[CH2:25][CH2:26][N:27]([CH3:30])[CH2:28][CH2:29]4)[cH:23]3)[n:14]1)[CH2:9][CH2:8]2.[n:51]1([C:52]([O-:53])=[O:54])[c:55]2[cH:56][cH:57][cH:58][cH:59][c:60]2[n:61][n:62]1>>[OH:1][CH2:2][CH2:3][n:4]1[n:5][c:6]([C:36](=[O:38])[NH2:42])[c:7]2[c:16]1-[c:15]1[c:10]([cH:11][n:12][c:13]([NH:17][c:18]3[c:19]([O:31][C:32]([F:33])([F:34])[F:35])[cH:20][cH:21][c:22]([N:24]4[CH2:25][CH2:26][N:27]([CH3:30])[CH2:28][CH2:29]4)[cH:23]3)[n:14]1)[CH2:9][CH2:8]2. Starting materials: C(C=C)N1C(CCC1)C1=CC=C(C=C1)Br (1-Allyl-2-(4-bromo-phenyl)-pyrrolidine), C(C)(C)(C)OC(=O)N1C(CCC1)C1=CC=C(C=C1)N (2-(4-Amino-phenyl)-pyrrolidine-1-carboxylic acid tert-butyl ester). Yields the product C(C=C)N1C(CCC1)C1=CC=C(C=C1)N (4-(1-Allyl-pyrrolidin-2-yl)-phenylamine). Yield: 87.0%. RXN SMILES: C(O[C:6]([N:8]1[CH2:12][CH2:11][CH2:10][CH:9]1[C:13]1[CH:18]=[CH:17][C:16]([NH2:19])=[CH:15][CH:14]=1)=O)(C)(C)C.[CH2:20](N1CCCC1C1C=CC(Br)=CC=1)[CH:21]=C>>[CH2:6]([N:8]1[CH2:12][CH2:11][CH2:10][CH:9]1[C:13]1[CH:14]=[CH:15][C:16]([NH2:19])=[CH:17][CH:18]=1)[CH:20]=[CH2:21]. Reported procedure: Using the same procedure described for the preparation of 2-(4-Amino-phenyl)-pyrrolidine-1-carboxylic acid tert-butyl ester, the title compound is prepared from 1-Allyl-2-(4-bromo-phenyl)-pyrrolidine (470 mg, 1.77 mmol) in 87% yield. Reactants: O=C([O-])O, C1CCOC1, CCOC(C)=O, Cl, [Na+], [Na+], Cc1cc(-c2nc3ccc(C4(c5ccccc5)CC4)nc3s2)cc(C)c1C1OCCCO1, [OH-], O. Yields the product Cc1cc(-c2nc3ccc(C4(c5ccccc5)CC4)nc3s2)cc(C)c1C=O. Reaction SMILES: [C:36](=[O:37])([OH:38])[O-:39].[CH2:41]1[O:42][CH2:43][CH2:44][CH2:45]1.[CH3:46][CH2:47][O:48][C:49]([CH3:50])=[O:51].[ClH:33].[Na+:35].[Na+:40].[O:1]1[CH:2]([c:7]2[c:8]([CH3:32])[cH:9][c:10](-[c:14]3[s:15][c:16]4[n:17][c:18]([C:23]5([c:26]6[cH:27][cH:28][cH:29][cH:30][cH:31]6)[CH2:24][CH2:25]5)[cH:19][cH:20][c:21]4[n:22]3)[cH:11][c:12]2[CH3:13])[O:6][CH2:5][CH2:4][CH2:3]1.[OH-:34].[OH2:52]>>[O:1]=[CH:2][c:7]1[c:8]([CH3:32])[cH:9][c:10](-[c:14]2[s:15][c:16]3[n:17][c:18]([C:23]4([c:26]5[cH:27][cH:28][cH:29][cH:30][cH:31]5)[CH2:24][CH2:25]4)[cH:19][cH:20][c:21]3[n:22]2)[cH:11][c:12]1[CH3:13]. As a reaction SMILES: [CH3:14][CH2:15][O:16][C:17](=[O:18])[CH3:19].[CH3:20][CH2:21][OH:22].[NH:1]([NH2:2])[C:3]([O:4][CH3:5])=[S:6].[NH:7]1[CH2:8][CH2:9][CH:10]([OH:13])[CH2:11][CH2:12]1>>[NH:1]([NH2:2])[C:3](=[S:6])[N:7]1[CH2:8][CH2:9][CH:10]([OH:13])[CH2:11][CH2:12]1. The product is NNC(=S)N1CCC(O)CC1. The reactants are CCOC(C)=O, CCO, COC(=S)NN, OC1CCNCC1. Product: ClC1=C(C(=CC=C1)Cl)CCC1=NOC(=C1COC1=CC=C(C=C1)C=1C=C2C=CC=C(C2=CC1)C(=O)OCC)C(C)C (Ethyl 6-[4-({[3-[2-(2,6-dichlorophenyl)ethyl]-5-(1-methylethyl)-4-isoxazolyl]methyl}oxy)phenyl]-1-naphthalenecarboxylate). RXN SMILES: [Cl:1][C:2]1[CH:7]=[CH:6][CH:5]=[C:4]([Cl:8])[C:3]=1[CH2:9][CH2:10][C:11]1[C:15]([CH2:16][OH:17])=[C:14]([CH:18]([CH3:20])[CH3:19])[O:13][N:12]=1.O[C:22]1[CH:27]=[CH:26][C:25]([C:28]2[CH:29]=[C:30]3[C:35](=[CH:36][CH:37]=2)[C:34]([C:38]([O:40][CH2:41][CH3:42])=[O:39])=[CH:33][CH:32]=[CH:31]3)=[CH:24][CH:23]=1.C1(P(C2C=CC=CC=2)C2C=CC=CC=2)C=CC=CC=1.N(C(OC(C)C)=O)=NC(OC(C)C)=O>C1(C)C=CC=CC=1>[Cl:1][C:2]1[CH:7]=[CH:6][CH:5]=[C:4]([Cl:8])[C:3]=1[CH2:9][CH2:10][C:11]1[C:15]([CH2:16][O:17][C:22]2[CH:23]=[CH:24][C:25]([C:28]3[CH:29]=[C:30]4[C:35](=[CH:36][CH:37]=3)[C:34]([C:38]([O:40][CH2:41][CH3:42])=[O:39])=[CH:33][CH:32]=[CH:31]4)=[CH:26][CH:27]=2)=[C:14]([CH:18]([CH3:20])[CH3:19])[O:13][N:12]=1. Procedure details: A solution of [3-[2-(2,6-dichlorophenyl)ethyl]-5-(1-methylethyl)-4-isoxazolyl]methanol (0.110 g, 0.35 mmol) (from multiple batches), ethyl 6-(4-hydroxyphenyl)-1-naphthalenecarboxylate (0.102 g, 0.35 mmol), triphenylphosphine (0.092 g, 0.35 mmol) and diisopropyl azodicarboxylate (0.063 mL, 0.35 mmol) in toluene (3.5 mL) was placed in microwave reaction tube and heated to 80° C. for 1000 seconds. The solution was concentrated and purified by chromatography (silica gel, hexane to 1:4 ethyl acetate:... Isolated yield 55.8%. Run at temperature 80 celsius. Solvent: C1(=CC=CC=C1)C (toluene). Starting materials: ClC1=C(C(=CC=C1)Cl)CCC1=NOC(=C1CO)C(C)C ([3-[2-(2,6-dichlorophenyl)ethyl]-5-(1-methylethyl)-4-isoxazolyl]methanol), OC1=CC=C(C=C1)C=1C=C2C=CC=C(C2=CC1)C(=O)OCC (ethyl 6-(4-hydroxyphenyl)-1-naphthalenecarboxylate), C1(=CC=CC=C1)P(C1=CC=CC=C1)C1=CC=CC=C1 (triphenylphosphine), N(=NC(=O)OC(C)C)C(=O)OC(C)C (diisopropyl azodicarboxylate).